This data is from the Open Reaction Database (ORD), a public repository of structured organic reaction records. The task is: describe an organic reaction: reactants, conditions, products, and yield RXN SMILES: [Br:7][CH2:8][C:9](=[O:10])[O:11][CH2:12][CH3:13].[CH3:14][CH2:15][OH:16].[Na:1].[nH:2]1[cH:3][n:4][cH:5][cH:6]1>>[n:2]1([CH2:8][C:9](=[O:10])[O:11][CH2:12][CH3:13])[cH:3][n:4][cH:5][cH:6]1. Yields the product CCOC(=O)Cn1ccnc1. Reactants: CCOC(=O)CBr, CCO, [Na], c1c[nH]cn1. The reactants are potassium t-butylate, O=C1N=C(C2=C1C(=NC2=O)C2=CC=CC=C2)C2=CC=CC=C2 (1,4-diketo-3,6-diphenylpyrrolo-[3,4-c]-pyrrole), C(C1=CC=CC=C1)Cl (benzyl chloride). The solvent is CN(C=O)C (dimethylformamide). Conditions: temperature 20 celsius, time 1 hour. Yields the product O=C1N(C(=C2C1=C(N(C2=O)CC2=CC=CC=C2)C2=CC=CC=C2)C2=CC=CC=C2)CC2=CC=CC=C2 (1,4-diketo-2,5-dibenzyl-3,6-diphenylpyrrolo-[3,4-c]-pyrrole). As a reaction SMILES: [O:1]=[C:2]1[C:6]2[C:7]([C:11]3[CH:16]=[CH:15][CH:14]=[CH:13][CH:12]=3)=[N:8][C:9](=[O:10])[C:5]=2[C:4]([C:17]2[CH:22]=[CH:21][CH:20]=[CH:19][CH:18]=2)=[N:3]1.[CH2:23](Cl)[C:24]1[CH:29]=[CH:28][CH:27]=[CH:26][CH:25]=1>CN(C)C=O>[O:10]=[C:9]1[C:5]2=[C:4]([C:17]3[CH:18]=[CH:19][CH:20]=[CH:21][CH:22]=3)[N:3]([CH2:23][C:24]3[CH:29]=[CH:28][CH:27]=[CH:26][CH:25]=3)[C:2](=[O:1])[C:6]2=[C:7]([C:11]2[CH:16]=[CH:15][CH:14]=[CH:13][CH:12]=2)[N:8]1[CH2:7][C:11]1[CH:16]=[CH:15][CH:14]=[CH:13][CH:12]=1. Reported procedure: 5.6 Parts of potassium t-butylate are added to a suspension of 5.8 parts of 1,4-diketo-3,6-diphenylpyrrolo-[3,4-c]-pyrrole in 70 parts of dimethylformamide at 20° C. and the mixture is stirred at 20° C. for 1 hours. 7.6 parts of benzyl chloride are then added to the mixture and the mixture is kept at 65° C. for 2 hours. After cooling to 20° C., the reaction product is filtered off and washed with a little dimethylformamide and then with acetone and hot water. After drying, 4.5 parts of 1,4-diket... Reactants: [BH4-].[Na+] (Sodium borohydride), C(C)(=O)C1=CC(=C(NS(=O)(=O)C)C=C1)SC1=C(C=C(C=C1)F)F (4'-acetyl-2'-(2,4-difluorophenylthio)methanesulfonanilide), C(C)(=O)O (acetic acid). The solvent is CO (methanol). Conditions: time 8 hour. The product is FC1=C(C=CC(=C1)F)SC1=C(NS(=O)(=O)C)C=CC(=C1)C(C)O (2'-(2,4-difluorophenylthio)-4'-(1-hydroxyethyl)methanesulfonanilide). The yield is 66.1%. Reaction SMILES: [BH4-].[Na+].[C:3]([C:6]1[CH:16]=[CH:15][C:9]([NH:10][S:11]([CH3:14])(=[O:13])=[O:12])=[C:8]([S:17][C:18]2[CH:23]=[CH:22][C:21]([F:24])=[CH:20][C:19]=2[F:25])[CH:7]=1)(=[O:5])[CH3:4].C(O)(=O)C>CO>[F:25][C:19]1[CH:20]=[C:21]([F:24])[CH:22]=[CH:23][C:18]=1[S:17][C:8]1[CH:7]=[C:6]([CH:3]([OH:5])[CH3:4])[CH:16]=[CH:15][C:9]=1[NH:10][S:11]([CH3:14])(=[O:13])=[O:12] |f:0.1|. Reported procedure: Sodium borohydride (0.2 g) was added portionwise to a solution of 4'-acetyl-2'-(2,4-difluorophenylthio)methanesulfonanilide (1.55 g) in methanol (30 ml) at 15° C. The mixture was stirred overnight at room temperature, treated with acetic acid, and concentrated under reduced pressure. The residue was dissolved in ethyl acetate, washed with an aqueous solution of sodium bicarbonate, dried, and concentrated. The residual oil (1.6 g) was purified by column chromatography on silica gel (50 g) eluting... The reactants are CCOC(=O)c1cnc2ccc(C3CCCCC3)cc2c1O, CCO, Cl, [Na+], [OH-], O. The product is O=C(O)c1cnc2ccc(C3CCCCC3)cc2c1O. Reaction SMILES: [C:1](=[O:2])([O:3][CH2:4][CH3:5])[c:6]1[cH:7][n:8][c:9]2[cH:10][cH:11][c:12]([CH:17]3[CH2:18][CH2:19][CH2:20][CH2:21][CH2:22]3)[cH:13][c:14]2[c:15]1[OH:16].[CH3:24][CH2:25][OH:26].[ClH:23].[Na+:28].[OH-:27].[OH2:29]>>[C:1](=[O:2])([OH:3])[c:6]1[cH:7][n:8][c:9]2[cH:10][cH:11][c:12]([CH:17]3[CH2:18][CH2:19][CH2:20][CH2:21][CH2:22]3)[cH:13][c:14]2[c:15]1[OH:16]. Reactants: [O-]CC.[Na+] (sodium ethoxide), ClC1=C(C(=O)OC)C=CC=C1 (methyl o-chlorobenzoate), C(#N)N=C(N)N (Dicyandiamide), Cl.N1CCCCC1 (piperidine hydrochloride). The solvent is COCCO (methylcellosolve), COCCO (methylcellosolve), O (water). The product is NC1=NC(=NC(=N1)N1CCCCC1)C1=C(C=CC=C1)Cl (2-amino-4-piperidino-6-(2-chlorophenyl)-s-triazine). Yield: 24.7%. As a reaction SMILES: [C:1]([N:3]=[C:4]([NH2:6])[NH2:5])#[N:2].Cl.[NH:8]1[CH2:13][CH2:12][CH2:11][CH2:10][CH2:9]1.[O-]CC.[Na+].[Cl:18][C:19]1[CH:28]=[CH:27][CH:26]=[CH:25][C:20]=1[C:21](OC)=O>COCCO.O>[NH2:6][C:4]1[N:3]=[C:1]([N:8]2[CH2:13][CH2:12][CH2:11][CH2:10][CH2:9]2)[N:2]=[C:21]([C:20]2[CH:25]=[CH:26][CH:27]=[CH:28][C:19]=2[Cl:18])[N:5]=1 |f:1.2,3.4|. Procedure: Dicyandiamide (8.4 grams) and piperidine hydrochloride (12.1 grams) were heated at 145° to 150° C. for four hours in 20 milliliters of methylcellosolve. After cooled, the reaction solution was mixed with 6.8 grams of sodium ethoxide and 30 milliliters of methylcellosolve, then heated to reflux for four hours with 15 grams of methyl o-chlorobenzoate, cooled, diluted with 200 milliliters of water, the crystals separated out therefrom were collected by filtration, and washed with methanol to give 6...